This data is from the Open Reaction Database (ORD), a public repository of structured organic reaction records. The task is: describe an organic reaction: reactants, conditions, products, and yield The reactants are C(C)OC(CN1C[C@@H]([C@H](C1)OC)NC(=O)C=1SC(=CC1)Cl)=O ({(3S,4S)-3-[(5-chloro-thiophene-2-carbonyl)-amino]-4-methoxy-pyrrolidin-1-yl}-acetic acid ethyl ester), CC1NC2=C(CC1)SC(=N2)N (5-methyl-4,5,6,7-tetrahydro-thiazolo[5,4]pyridin-2-ylamine). Yields the product CO[C@@H]1[C@H](CN(C1)CC(NC=1SC=2CCC(NC2N1)C)=O)NC(=O)C=1SC(=CC1)Cl (5-chloro-thiophene-2-carboxylic acid {(3S,4S)-4-methoxy-1-[(5-methyl-4,5,6,7-tetrahydro-thiazolo[5,4]pyridin-2-ylcarbamoyl)-methyl]-pyrrolidin-3-yl}-amide). Reaction SMILES: C(O[C:4](=[O:22])[CH2:5][N:6]1[CH2:10][C@H:9]([O:11][CH3:12])[C@@H:8]([NH:13][C:14]([C:16]2[S:17][C:18]([Cl:21])=[CH:19][CH:20]=2)=[O:15])[CH2:7]1)C.[CH3:23][CH:24]1[CH2:29][CH2:28][C:27]2[S:30][C:31]([NH2:33])=[N:32][C:26]=2[NH:25]1>>[CH3:12][O:11][C@H:9]1[CH2:10][N:6]([CH2:5][C:4](=[O:22])[NH:33][C:31]2[S:30][C:27]3[CH2:28][CH2:29][CH:24]([CH3:23])[NH:25][C:26]=3[N:32]=2)[CH2:7][C@@H:8]1[NH:13][C:14]([C:16]1[S:17][C:18]([Cl:21])=[CH:19][CH:20]=1)=[O:15]. Reported procedure: In analogy to example 25.3 {(3S,4S)-3-[(5-chloro-thiophene-2-carbonyl)-amino]-4-methoxy-pyrrolidin-1-yl}-acetic acid ethyl ester (example 25.2) was reacted with 5-methyl-4,5,6,7-tetrahydro-thiazolo[5,4]pyridin-2-ylamine (CAS 17899-48-8) to give 5-chloro-thiophene-2-carboxylic acid {(3S,4S)-4-methoxy-1-[(5-methyl-4,5,6,7-tetrahydro-thiazolo[5,4]pyridin-2-ylcarbamoyl)-methyl]-pyrrolidin-3-yl}-amide as yellow solid. MS 470.5 ([M+H]+) The reactants are C1(=O)OCC2=CC=CC=C12 (phthalide), [H-].[Al+3].[Li+].[H-].[H-].[H-] (lithium aluminum hydride), [H-].[Al+3].[Li+].[H-].[H-].[H-] (Lithium aluminum hydride), 3-[4'-(dimethyl)amino-1'-phenyl)-3-(3",5"-diisopropyl-4"-oxo-1"-phenyl)phthalide, [H-].[Al+3].[Li+].[H-].[H-].[H-] (lithium aluminum hydride), Cl (HCl). Run in C(C)OC(C)=O (ethylacetate), O1CCCC1 (tetrahydrofuran), O (water), CCOCC (ether), O (water), petroleum ether, O1CCCC1 (tetrahydrofuran). Yields the product C1C2=CC=CC=C2CO1 (phthalan). RXN SMILES: [H-].[Al+3].[Li+].[H-].[H-].[H-].[C:7]1([C:16]2[C:11](=[CH:12][CH:13]=[CH:14][CH:15]=2)[CH2:10][O:9]1)=O.Cl>O1CCCC1.CCOCC.O.C(OC(=O)C)C>[CH2:7]1[O:9][CH2:10][C:11]2[C:16]1=[CH:15][CH:14]=[CH:13][CH:12]=2 |f:0.1.2.3.4.5|. Reported procedure: Lithium aluminum hydride (0.2 g) was added to approximately 40 ml of dry tetrahydrofuran at room temperature under nitrogen. 3-[4'-(dimethyl)amino-1'-phenyl)-3-(3",5"-diisopropyl-4"-oxo-1"-phenyl)phthalide (1.0 g) was dissolved in 40 ml dry tetrahydrofuran and the solution added dropwise to the lithium aluminum hydride suspension. The temperaturerose to about 30° C. Upon completion of addition, a sample of the reaction mixture was poured into water and extracted with ether. TLC on silica gel wit... The reactants are N1C=NC=C1 (imidazole), BrCC1(OC1C1=C(C=C(C=C1)Cl)Cl)C1=CC=C(C=C1)Cl (2-bromomethyl-2-(4-chlorophenyl)-3-(2,4-dichlorophenyl)-oxirane), C[O-].[Na+] (sodium methylate). Run in CN(C=O)C (N,N-dimethylformamide). Run at time 8 hour. The product is N1(C=NC=C1)CC1(OC1C1=C(C=C(C=C1)Cl)Cl)C1=CC=C(C=C1)Cl (2-(1H-imidazol-1-yl-methyl)-2-(4-chlorophenyl)-3-(2,4-dichlorophenyl)-oxirane). The yield is 47.6%. Reaction SMILES: Br[CH2:2][C:3]1([C:14]2[CH:19]=[CH:18][C:17]([Cl:20])=[CH:16][CH:15]=2)[CH:5]([C:6]2[CH:11]=[CH:10][C:9]([Cl:12])=[CH:8][C:7]=2[Cl:13])[O:4]1.[NH:21]1[CH:25]=[CH:24][N:23]=[CH:22]1.C[O-].[Na+]>CN(C)C=O>[N:21]1([CH2:2][C:3]2([C:14]3[CH:19]=[CH:18][C:17]([Cl:20])=[CH:16][CH:15]=3)[CH:5]([C:6]3[CH:11]=[CH:10][C:9]([Cl:12])=[CH:8][C:7]=3[Cl:13])[O:4]2)[CH:25]=[CH:24][N:23]=[CH:22]1 |f:2.3|. Procedure details: A solution of 10 g of 2-bromomethyl-2-(4-chlorophenyl)-3-(2,4-dichlorophenyl)-oxirane (isomer A) in 50 mL of N,N-dimethylformamide was added dropwise, at 100° C., to a melt which comprised 15.6 g of imidazole with 1.37 g of sodium methylate and from which the liberated methanol had been distilled off beforehand. After 8 hours, the reaction solution was poured onto water and the mixture was extracted with ethyl acetate. The organic phase was washed with water, dried over sodium sulfate and evapor... Reactants: C(C)(C)OC1=CC=C(C=N1)OC1=CC=C(C=C1)CCC(C)N (3-[4-(6-Isopropoxypyridin-3-yloxy)phenyl]-1-methylpropylamine), C(=O)(N1C=NC=C1)N1C=NC=C1 (1,1′-carbonyldiimidazole). The solvent is C(=O)O (formic acid). The product is C(C)(C)OC1=CC=C(C=N1)OC1=CC=C(C=C1)CCC(C)NC(=O)N ({3-[4-(6-Isopropoxypyridin-3-yloxy)phenyl]-1-methylpropyl}urea). Reaction SMILES: [CH:1]([O:4][C:5]1[N:10]=[CH:9][C:8]([O:11][C:12]2[CH:17]=[CH:16][C:15]([CH2:18][CH2:19][CH:20]([NH2:22])[CH3:21])=[CH:14][CH:13]=2)=[CH:7][CH:6]=1)([CH3:3])[CH3:2].[C:23](N1C=CN=C1)([N:25]1C=CN=C1)=[O:24]>C(O)=O>[CH:1]([O:4][C:5]1[N:10]=[CH:9][C:8]([O:11][C:12]2[CH:13]=[CH:14][C:15]([CH2:18][CH2:19][CH:20]([NH:22][C:23]([NH2:25])=[O:24])[CH3:21])=[CH:16][CH:17]=2)=[CH:7][CH:6]=1)([CH3:3])[CH3:2]. Procedure: 3-[4-(6-Isopropoxypyridin-3-yloxy)phenyl]-1-methylpropylamine (115 mg, 0.38 mmol) was reacted with formic acid and 1,1′-carbonyldiimidazole in analogy to example 44. Yield: 5 mg (4%), M+H+: 344.19. Starting materials: [N+](=O)([O-])C=1C=C(CBr)C=CC1 (3-nitrobenzyl bromide), P(OCC)(OCC)OCC (triethyl phosphite). The solvent is C1CCOC1.O (THF H2O). Yields the product NC=1C=C(CP(OCC)(OCC)=O)C=CC1 (diethyl 3-aminobenzylphosphonate). As a reaction SMILES: [N+:1]([C:4]1[CH:5]=[C:6]([CH:9]=[CH:10][CH:11]=1)[CH2:7]Br)([O-])=O.[P:12]([O:19]CC)([O:16][CH2:17][CH3:18])[O:13][CH2:14][CH3:15]>C1COCC1.O>[NH2:1][C:4]1[CH:5]=[C:6]([CH:9]=[CH:10][CH:11]=1)[CH2:7][P:12](=[O:19])([O:16][CH2:17][CH3:18])[O:13][CH2:14][CH3:15] |f:2.3|. Reported procedure: Following the procedure described in part E of Example 1 (R), (S)-α-[[2-[((1,1-dimethylethyl)dimethylsilyl)oxy]-2-[4-hydroxy-3-[(methylsulfonyl)amino]phenyl]ethyl]amino]-4-methoxybenzeneacetic acid was condensed with diethyl 3-aminobenzylphosphonate to generate the title compound. The diethyl 3-aminobenzylphosphonate was prepared by sequential treatment of commercial 3-nitrobenzyl bromide with triethyl phosphite at 125° C. for 6 hours followed by reduction with Na2S2 O4 in THF/H2O at 100° C. Reactants: C(C)(=O)O (acetic acid), IC1=CC=2N(C=C1)N=CC2C(=O)OCC (ethyl 5-iodopyrazolo[1,5-a]pyridine-3-carboxylate), [OH-].[K+] (KOH), CCO (EtOH). Solvent: O (Water), O (water), O (water). Conditions: temperature 55 celsius, time 3 hour. Product: IC1=CC=2N(C=C1)N=CC2C(=O)O (5-iodopyrazolo[1,5-a]pyridine-3-carboxylic acid). As a reaction SMILES: [I:1][C:2]1[CH:7]=[CH:6][N:5]2[N:8]=[CH:9][C:10]([C:11]([O:13]CC)=[O:12])=[C:4]2[CH:3]=1.[OH-].[K+].CCO.C(O)(=O)C>O>[I:1][C:2]1[CH:7]=[CH:6][N:5]2[N:8]=[CH:9][C:10]([C:11]([OH:13])=[O:12])=[C:4]2[CH:3]=1 |f:1.2|. Procedure: A 22 L round bottom flask was charged with ethyl 5-iodopyrazolo[1,5-a]pyridine-3-carboxylate (I-41) (376 g, 1.19 mol), KOH (133.5 g), EtOH (3856 mL) and water (290 mL). The mixture was heated to 55° C. and stirred at 55° C. for 3 hours. A sample was taken for analysis and HPLC showed no (I-41) remaining. Water (2.5 L) was added to obtain a dark solution with some insoluble solids which were removed by filtration. To the filtrate was added acetic acid (150 g, 2.5 mol) until pH˜6 followed by water... The product is ClC1=C(C=C(C=2OC(OC21)(C2=CC=CC=C2)C2=CC=CC=C2)Cl)CON2C(C=1C(C2=O)=CC=CC1)=O (N-[(4,7-dichloro-2,2-diphenyl-1,3-benzodioxol-5-yl)methoxy]phthalimide). Reaction SMILES: [Cl:1][C:2]1[C:10]2[O:9][C:8]([C:17]3[CH:22]=[CH:21][CH:20]=[CH:19][CH:18]=3)([C:11]3[CH:16]=[CH:15][CH:14]=[CH:13][CH:12]=3)[O:7][C:6]=2[C:5]([Cl:23])=[CH:4][C:3]=1[CH2:24][OH:25].O[N:27]1[C:31](=[O:32])[C:30]2=[CH:33][CH:34]=[CH:35][CH:36]=[C:29]2[C:28]1=[O:37].C1(P(C2C=CC=CC=2)C2C=CC=CC=2)C=CC=CC=1.N(C(OCC)=O)=NC(OCC)=O>O1CCCC1>[Cl:1][C:2]1[C:10]2[O:9][C:8]([C:17]3[CH:18]=[CH:19][CH:20]=[CH:21][CH:22]=3)([C:11]3[CH:12]=[CH:13][CH:14]=[CH:15][CH:16]=3)[O:7][C:6]=2[C:5]([Cl:23])=[CH:4][C:3]=1[CH2:24][O:25][N:27]1[C:28](=[O:37])[C:29]2=[CH:36][CH:35]=[CH:34][CH:33]=[C:30]2[C:31]1=[O:32]. Run in O1CCCC1 (tetrahydrofuran). The yield is 66.2%. The reactants are ClC1=C(C=C(C=2OC(OC21)(C2=CC=CC=C2)C2=CC=CC=C2)Cl)CO (4,7-Dichloro-2,2-diphenyl-1,3-benzodioxol-5-methanol), N(=NC(=O)OCC)C(=O)OCC (diethyl azodicarboxylate), ON1C(C=2C(C1=O)=CC=CC2)=O (N-hydroxyphthalimide), C1(=CC=CC=C1)P(C1=CC=CC=C1)C1=CC=CC=C1 (triphenylphosphine). Procedure: 4,7-Dichloro-2,2-diphenyl-1,3-benzodioxol-5-methanol (250 mg) (0.67 mmol), 108 mg (0.67 mmol) of N-hydroxyphthalimide and 175 mg (0.67 mmol) of triphenylphosphine are suspended in 20 ml of absolute tetrahydrofuran. 128 mg (0.73 mmol) of diethyl azodicarboxylate are added dropwise at 0° C. while stirring. The mixture is stirred at 0° C. for 1 hour and at room temperature for 24 hours. Subsequently, the solvent is removed in a high vacuum. The residue is crystallized and recrystallized from ethano... Starting materials: C1(CC1)N[C@@H]1CC[C@H](CC1)C=1C=NC=CC1 (trans-N-cyclopropyl-4-(pyridine-3-yl)cyclohexylamine), C1=CC2=C(N=C1)N(N=N2)O (HOAt), C(=O)(O)[O-].[Na+] (NaHCO3), FC([C@@](C)(O)C1=CC=C(C(=O)O)C=C1)(F)F ((S)-4-(1,1,1-trifluoro-2-hydroxypropan-2-yl)benzoic acid), CCN=C=NCCCN(C)C (EDCI). The solvent is CN(C)C=O (DMF). Conditions: temperature 23 celsius, time 16 hour. The product is C1(CC1)N(C(C1=CC=C(C=C1)[C@](C(F)(F)F)(C)O)=O)[C@@H]1CC[C@H](CC1)C=1C=NC=CC1 (N-cyclopropyl-N-(trans-4-(pyridin-3-yl)cyclohexyl)-4-((S)-1,1,1-trifluoro-2-hydroxypropan-2-yl)benzamide). As a reaction SMILES: [CH:1]1([NH:4][C@H:5]2[CH2:10][CH2:9][C@H:8]([C:11]3[CH:12]=[N:13][CH:14]=[CH:15][CH:16]=3)[CH2:7][CH2:6]2)[CH2:3][CH2:2]1.[F:17][C:18]([F:32])([F:31])[C@:19]([C:22]1[CH:30]=[CH:29][C:25]([C:26](O)=[O:27])=[CH:24][CH:23]=1)([OH:21])[CH3:20].CCN=C=NCCCN(C)C.C1C=NC2N(O)N=NC=2C=1.C([O-])(O)=O.[Na+]>CN(C=O)C>[CH:1]1([N:4]([C@H:5]2[CH2:6][CH2:7][C@H:8]([C:11]3[CH:12]=[N:13][CH:14]=[CH:15][CH:16]=3)[CH2:9][CH2:10]2)[C:26](=[O:27])[C:25]2[CH:29]=[CH:30][C:22]([C@@:19]([OH:21])([CH3:20])[C:18]([F:17])([F:31])[F:32])=[CH:23][CH:24]=2)[CH2:2][CH2:3]1 |f:4.5|. Procedure: trans-N-cyclopropyl-4-(pyridine-3-yl)cyclohexylamine (7.3 g, 34.0 mmol, prepared as described above), (S)-4-(1,1,1-trifluoro-2-hydroxypropan-2-yl)benzoic acid (8.7 g, 37.3 mmol), EDCI (9.1 g, 47.6 mmol), HOAt (6.5 g, 47.6 mmol), and NaHCO3 (5.7 g, 68.0 mmol) were combined and dissolved in DMF (125 mL). After being stirred for 16 h at 23° C., the reaction was quenched with 1 M NaOH (150 mL) and diluted with EtOAc (300 mL). The aqueous layer was extracted with EtOAc (100 mL) and 10% MeOH/CH2Cl2 (5... Starting materials: CCOC(=O)CS, O=C([O-])[O-], Clc1ccc2c(c1)oc1cccc(CBr)c12, [K+], [K+], CN(C)C=O, O. The product is CCOC(=O)CSCc1cccc2oc3cc(Cl)ccc3c12. Reaction SMILES: [C:17]([CH2:18][SH:19])(=[O:20])[O:21][CH2:22][CH3:23].[C:24](=[O:25])([O-:26])[O-:27].[Cl:1][c:2]1[cH:3][c:4]2[c:5]([c:6]3[c:7]([o:8]2)[cH:9][cH:10][cH:11][c:12]3[CH2:13][Br:14])[cH:15][cH:16]1.[K+:28].[K+:29].[O:31]=[CH:32][N:33]([CH3:34])[CH3:35].[OH2:30]>>[Cl:1][c:2]1[cH:3][c:4]2[c:5]([c:6]3[c:7]([o:8]2)[cH:9][cH:10][cH:11][c:12]3[CH2:13][S:19][CH2:18][C:17](=[O:20])[O:21][CH2:22][CH3:23])[cH:15][cH:16]1. Starting materials: BrCC1=CC2=CC=CC=C2C=C1 (2-(bromomethyl)naphthalene), N1CCNCC1 (piperazine). Solvent: C1CCOC1 (THF). Yields the product C1=C(C=CC2=CC=CC=C12)CN1CCNCC1 (1-(naphthalen-2-ylmethyl)piperazine). Reaction SMILES: Br[CH2:2][C:3]1[CH:12]=[CH:11][C:10]2[C:5](=[CH:6][CH:7]=[CH:8][CH:9]=2)[CH:4]=1.[NH:13]1[CH2:18][CH2:17][NH:16][CH2:15][CH2:14]1>C1COCC1>[CH:4]1[C:5]2[C:10](=[CH:9][CH:8]=[CH:7][CH:6]=2)[CH:11]=[CH:12][C:3]=1[CH2:2][N:13]1[CH2:18][CH2:17][NH:16][CH2:15][CH2:14]1. Procedure: Synthesized according to General Procedure A: 2-(bromomethyl)naphthalene (4{25}, 5 g, 22.6 mmol, 1 equiv.), piperazine (11.7 g, 135.7 mmol, 6 equiv.), THF (49.4 mL). Purification with flash column chromatography on silica gel (4:1 EtOAc:MeOH) afforded 5{25} (4.67 g, 91%) as a beige solid. 1H-NMR (500 MHz, CDCl3): δ 7.82-7.79 (m, 3H), 7.74 (s, 1H) 7.50 (dd, 1H, J=1.5, 8.5 Hz), 7.48-7.42 (m, 2H), 3.64 (s, 2H), 2.88 (t, 4H, J=5.0 Hz), 2.45 (br s, 4H), 1.52 (br s, 1H). 13C-NMR (125 MHz, CDCl3): δ 13...